This data is from the Open Reaction Database (ORD), a public repository of structured organic reaction records. The task is: describe an organic reaction: reactants, conditions, products, and yield Reactants: BrCc1ccccc1, C1CCOC1, CCCC[N+](CCCC)(CCCC)CCCC, [H-], [I-], C=CC(OCc1ccccc1)C(O)CN=[N+]=[N-], [Na+]. The product is C=CC(OCc1ccccc1)C(CN=[N+]=[N-])OCc1ccccc1. Reaction SMILES: [Br:18][CH2:19][c:20]1[cH:21][cH:22][cH:23][cH:24][cH:25]1.[CH2:28]1[O:29][CH2:30][CH2:31][CH2:32]1.[CH2:34]([N+:35]([CH2:36][CH2:37][CH2:38][CH3:39])([CH2:40][CH2:41][CH2:42][CH3:43])[CH2:44][CH2:45][CH2:46][CH3:47])[CH2:48][CH2:49][CH3:50].[H-:26].[I-:33].[N:1](=[N+:2]=[N-:3])[CH2:4][CH:5]([CH:6]([CH:7]=[CH2:8])[O:9][CH2:10][c:11]1[cH:12][cH:13][cH:14][cH:15][cH:16]1)[OH:17].[Na+:27]>>[N:1](=[N+:2]=[N-:3])[CH2:4][CH:5]([CH:6]([CH:7]=[CH2:8])[O:9][CH2:10][c:11]1[cH:12][cH:13][cH:14][cH:15][cH:16]1)[O:17][CH2:19][c:20]1[cH:21][cH:22][cH:23][cH:24][cH:25]1. Starting materials: C(C)(C)(C)OC(NCCO)=O ((2-hydroxyethyl)carbamic acid tert-butyl ester), C1(C=CC(N1)=O)=O (maleimide), C1(=CC=CC=C1)C (toluene), Mitsunobu reagent, C1(=CC=CC=C1)P(C1=CC=CC=C1)C1=CC=CC=C1 (triphenylphosphine). Solvent: O1CCCC1 (tetrahydrofuran), O1CCCC1 (tetrahydrofuran). Run at temperature -78 celsius, time 5 minute. Yields the product C(C)(C)(C)OC(NCCN1C(C=CC1=O)=O)=O (2-(maleimido)ethylcarbamic acid tert-butyl ester). Yield: 30.9%. Reaction SMILES: C1(C)C=CC=CC=1.C1(P(C2C=CC=CC=2)C2C=CC=CC=2)C=CC=CC=1.[C:27]([O:31][C:32](=[O:37])[NH:33][CH2:34][CH2:35]O)([CH3:30])([CH3:29])[CH3:28].[C:38]1(=[O:44])[NH:42][C:41](=[O:43])[CH:40]=[CH:39]1>O1CCCC1>[C:27]([O:31][C:32](=[O:37])[NH:33][CH2:34][CH2:35][N:42]1[C:38](=[O:44])[CH:39]=[CH:40][C:41]1=[O:43])([CH3:30])([CH3:29])[CH3:28]. Procedure: A toluene solution of Mitsunobu reagent (diethyl azodicarboxylate) (1.106 g/ml, 8.2 mmol, 1.29 ml) was gradually added to a tetrahydrofuran solution (25 ml) of triphenylphosphine (2.15 g, 8.2 mmol) at −78° C. To the thus obtained solution, a tetrahydrofuran solution (5 ml) of (2-hydroxyethyl)carbamic acid tert-butyl ester (1.32 g, 8.2 mmol) and maleimide (794 mg, 8.2 mmol) was added, followed by stirring at −78° C. for 5 minutes and further stirring at room temperature for 36 hours. The thus obt... Reactants: CCN(CC)C(=O)Cl, CN1CCN(CCCNc2ncc3cc(-c4c(Cl)cccc4Cl)c(N)nc3n2)CC1, [H-], [Na+], CN(C)C=O. The product is CCN(CC)C(=O)Nc1nc2nc(NCCCN3CCN(C)CC3)ncc2cc1-c1c(Cl)cccc1Cl. Reaction SMILES: [CH2:33]([CH3:34])[N:35]([C:36](=[O:37])[Cl:38])[CH2:39][CH3:40].[CH3:1][N:2]1[CH2:3][CH2:4][N:5]([CH2:8][CH2:9][CH2:10][NH:11][c:12]2[n:13][cH:14][c:15]3[c:16]([n:17]2)[n:18][c:19]([NH2:30])[c:20](-[c:22]2[c:23]([Cl:29])[cH:24][cH:25][cH:26][c:27]2[Cl:28])[cH:21]3)[CH2:6][CH2:7]1.[H-:31].[Na+:32].[O:41]=[CH:42][N:43]([CH3:44])[CH3:45]>>[CH3:1][N:2]1[CH2:3][CH2:4][N:5]([CH2:8][CH2:9][CH2:10][NH:11][c:12]2[n:13][cH:14][c:15]3[c:16]([n:17]2)[n:18][c:19]([NH:30][C:36]([N:35]([CH2:33][CH3:34])[CH2:39][CH3:40])=[O:37])[c:20](-[c:22]2[c:23]([Cl:29])[cH:24][cH:25][cH:26][c:27]2[Cl:28])[cH:21]3)[CH2:6][CH2:7]1. Reactants: C1(CCCCC1)NC1=NC(N([C@]12C[C@@H](N(CC2)C(=O)OCC2=CC=CC=C2)C)C2=CC(=CC=C2)F)=O (Benzyl (5R,7S)-4-(cyclohexylamino)-1-(3-fluorophenyl)-7-methyl-2-oxo-1,3,8-triazaspiro[4.5]dec-3-ene-8-carboxylate), Cl (HCl), [OH-].[Na+] (NaOH). Reagents/catalysts: [OH-].[OH-].[Pd+2] (Pd(OH)2). The solvent is CO (MeOH). Reaction conditions: time 30 minute. Yields the product C1(CCCCC1)NC1=NC(N([C@]12C[C@@H](NCC2)C)C2=CC(=CC=C2)F)=O ((5R,7S)-4-(cyclohexylamino)-1-(3-fluorophenyl)-7-methyl-1,3,8-triazaspiro[4.5]dec-3-en-2-one). Reaction SMILES: [CH:1]1([NH:7][C:8]2[C@:12]3([CH2:17][CH2:16][N:15](C(OCC4C=CC=CC=4)=O)[C@@H:14]([CH3:28])[CH2:13]3)[N:11]([C:29]3[CH:34]=[CH:33][CH:32]=[C:31]([F:35])[CH:30]=3)[C:10](=[O:36])[N:9]=2)[CH2:6][CH2:5][CH2:4][CH2:3][CH2:2]1.Cl.[OH-].[Na+]>CO.[OH-].[OH-].[Pd+2]>[CH:1]1([NH:7][C:8]2[C@:12]3([CH2:17][CH2:16][NH:15][C@@H:14]([CH3:28])[CH2:13]3)[N:11]([C:29]3[CH:34]=[CH:33][CH:32]=[C:31]([F:35])[CH:30]=3)[C:10](=[O:36])[N:9]=2)[CH2:2][CH2:3][CH2:4][CH2:5][CH2:6]1 |f:2.3,5.6.7|. Procedure details: Benzyl (5R,7S)-4-(cyclohexylamino)-1-(3-fluorophenyl)-7-methyl-2-oxo-1,3,8-triazaspiro[4.5]dec-3-ene-8-carboxylate (27.9 g, 0.057 moles) was suspended in MeOH (˜200 mL) and methanolic HCl was added until the solids all went into solution. Pd(OH)2 (4 g, moisture content 60%) was added and the reaction was flushed with hydrogen and kept under a hydrogen balloon. The reaction was stirred at room temperature for 30 min. The reaction was evacuated and recharged with H2 once to remove CO2. The reactio... Starting materials: C=Cc1ccccc1, C[Si](C)(C)NC(=O)N[Si](C)(C)C, CCO, Cc1ccccc1, C[SiH](Cl)Cl, [Pt]. Reaction SMILES: [CH2:1]=[CH:2][c:3]1[cH:4][cH:5][cH:6][cH:7][cH:8]1.[CH3:13][Si:14]([CH3:15])([CH3:16])[NH:17][C:18]([NH:19][Si:20]([CH3:21])([CH3:22])[CH3:23])=[O:24].[CH3:25][CH2:26][OH:27].[CH3:29][c:30]1[cH:31][cH:32][cH:33][cH:34][cH:35]1.[CH3:9][SiH:10]([Cl:11])[Cl:12].[Pt:28]>>[CH2:1]([CH2:2][c:3]1[cH:4][cH:5][cH:6][cH:7][cH:8]1)[CH2:9][SiH:10]([Cl:11])[Cl:12]. Yields the product Cl[SiH](Cl)CCCc1ccccc1. Starting materials: BrCCC1=C(C2=CC=CC=C2C=C1)S(=O)(=O)O (2-(2-bromoethyl)naphthalenesulfonic acid), aqueous solution, [OH-].[Na+] (sodium hydroxide). Run at time 1 hour. Product: C(=C)C1=C(C2=CC=CC=C2C=C1)S(=O)(=O)[O-].[Na+] (sodium 2-ethenylnaphthalenesulfonate). As a reaction SMILES: Br[CH2:2][CH2:3][C:4]1[CH:13]=[CH:12][C:11]2[C:6](=[CH:7][CH:8]=[CH:9][CH:10]=2)[C:5]=1[S:14]([OH:17])(=[O:16])=[O:15].[OH-].[Na+:19]>>[CH:3]([C:4]1[CH:13]=[CH:12][C:11]2[C:6](=[CH:7][CH:8]=[CH:9][CH:10]=2)[C:5]=1[S:14]([O-:17])(=[O:15])=[O:16])=[CH2:2].[Na+:19] |f:1.2,3.4|. Procedure: Next, 2-(2-bromoethyl)naphthalenesulfonic acid (5 g) was slowly added dropwise to a 1-mol/L aqueous solution of sodium hydroxide (50 mL), and the whole was stirred for 1 hour at room temperature. After that, the resultant was refluxed for 6 hours, and was then subjected to a dehydrobromination reaction, whereby sodium 2-ethenylnaphthalenesulfonate was obtained.